This data is from the Open Reaction Database (ORD), a public repository of structured organic reaction records. The task is: describe an organic reaction: reactants, conditions, products, and yield Reactants: CC(=O)O[BH-](OC(C)=O)OC(C)=O, Cn1c(=O)c(C=O)cc2ccccc21, CC(=O)O, ClCCl, CC(C)(C)OC(=O)N1CCC(C(CN)c2ccccc2)CC1, [Na+]. Product: Cn1c(=O)c(CNCC(c2ccccc2)C2CCN(C(=O)OC(C)(C)C)CC2)cc2ccccc21. Reaction SMILES: [C:41]([O:42][BH-:43]([O:44][C:45](=[O:46])[CH3:47])[O:48][C:49](=[O:50])[CH3:51])(=[O:52])[CH3:53].[CH3:1][n:2]1[c:3](=[O:14])[c:4]([CH:12]=[O:13])[cH:5][c:6]2[cH:7][cH:8][cH:9][cH:10][c:11]12.[CH3:37][C:38](=[O:39])[OH:40].[Cl:55][CH2:56][Cl:57].[NH2:15][CH2:16][CH:17]([c:18]1[cH:19][cH:20][cH:21][cH:22][cH:23]1)[CH:24]1[CH2:25][CH2:26][N:27]([C:30](=[O:31])[O:32][C:33]([CH3:34])([CH3:35])[CH3:36])[CH2:28][CH2:29]1.[Na+:54]>>[CH3:1][n:2]1[c:3](=[O:14])[c:4]([CH2:12][NH:15][CH2:16][CH:17]([c:18]2[cH:19][cH:20][cH:21][cH:22][cH:23]2)[CH:24]2[CH2:25][CH2:26][N:27]([C:30](=[O:31])[O:32][C:33]([CH3:34])([CH3:35])[CH3:36])[CH2:28][CH2:29]2)[cH:5][c:6]2[cH:7][cH:8][cH:9][cH:10][c:11]12. The reactants are C(C1=CC=CC=C1)(=O)OC[C@H]1OC([C@](C1(C)OC(C)=O)(C)F)N1C2=NC=NC(=C2N=C1)Cl (((2R,4R)-3-acetoxy-5-(6-chloro-9H-purin-9-yl)-4-fluoro-3,4-dimethyl-tetrahydrofuran-2-yl)methyl benzoate), ClC=1C=C(CN)C=CC1 (3-chlorobenzylamine), O (water). The solvent is C(C)O (ethanol). The product is C(C1=CC=CC=C1)(=O)OC[C@H]1OC([C@](C1(C)OC(C)=O)(C)F)N1C2=NC=NC(=C2N=C1)NCC1=CC(=CC=C1)Cl (((2R,4R)-3-acetoxy-5-(6-(3-chlorobenzylamino)-9H-purin-9-yl)-4-fluoro-3,4-dimethyl-tetrahydrofuran-2-yl)methyl benzoate). The yield is 61.4%. RXN SMILES: [C:1]([O:9][CH2:10][C@@H:11]1[C:15]([O:17][C:18](=[O:20])[CH3:19])([CH3:16])[C@:14]([F:22])([CH3:21])[CH:13]([N:23]2[CH:31]=[N:30][C:29]3[C:24]2=[N:25][CH:26]=[N:27][C:28]=3Cl)[O:12]1)(=[O:8])[C:2]1[CH:7]=[CH:6][CH:5]=[CH:4][CH:3]=1.[Cl:33][C:34]1[CH:35]=[C:36]([CH:39]=[CH:40][CH:41]=1)[CH2:37][NH2:38].O>C(O)C>[C:1]([O:9][CH2:10][C@@H:11]1[C:15]([O:17][C:18](=[O:20])[CH3:19])([CH3:16])[C@:14]([F:22])([CH3:21])[CH:13]([N:23]2[CH:31]=[N:30][C:29]3[C:24]2=[N:25][CH:26]=[N:27][C:28]=3[NH:38][CH2:37][C:36]2[CH:39]=[CH:40][CH:41]=[C:34]([Cl:33])[CH:35]=2)[O:12]1)(=[O:8])[C:2]1[CH:7]=[CH:6][CH:5]=[CH:4][CH:3]=1. Reported procedure: To a stirred solution of ((2R,4R)-3-acetoxy-5-(6-chloro-9H-purin-9-yl)-4-fluoro-3,4-dimethyl-tetrahydrofuran-2-yl)methyl benzoate (about 0.4 g, 0.86 mmol) in ethanol (about 5 ml) was added 3-chlorobenzylamine (about 1.26 ml, 10.38 mmol) and refluxed for about 20 minutes. Completion of the reaction mixture monitored by thin-layer chromatography, water added to the reaction mixture and the aqueous layer was extracted with ethyl acetate and the combined organic layers were washed with brine and dri... The reactants are C1CCC2=NCCCN2CC1 (DBU), COC1=CC=C(C=O)C=C1 (4-methoxybenzaldehyde), N(=O)C1=CC=CC=C1 (nitrosobenzene). The reagents and catalysts are catalyst. Run in ClCCl (dichloromethane). Reaction conditions: time 10 minute. Product: ON(C(C1=CC=C(C=C1)OC)=O)C1=CC=CC=C1 (N-hydroxy-4-methoxy-N-phenylbenzamide). Reaction SMILES: C1CCN2C(=NCCC2)CC1.[CH3:12][O:13][C:14]1[CH:21]=[CH:20][C:17]([CH:18]=[O:19])=[CH:16][CH:15]=1.[N:22]([C:24]1[CH:29]=[CH:28][CH:27]=[CH:26][CH:25]=1)=[O:23]>ClCCl>[OH:23][N:22]([C:24]1[CH:29]=[CH:28][CH:27]=[CH:26][CH:25]=1)[C:18](=[O:19])[C:17]1[CH:20]=[CH:21][C:14]([O:13][CH3:12])=[CH:15][CH:16]=1. Procedure details: DBU (7.61 mg, 0.05 mmol) was added under argon to a solution of 4-methoxybenzaldehyde (136 mg, 1 mmol), nitrosobenzene (107 mg, 1 mmol) and catalyst (18.15 mg, 0.05 mmol) in dichloromethane (5 mL). The reaction mixture was stirred at room temperature for 10 min. The solvent was removed under vacuum, and the residue was purified by flash silica gel column chromatography using hexane and ethyl acetate as the eluents. The reactants are BrBr (bromine), OC1C(C2=C(OC1(C)C)C=CS2)N2C(CCC2)=O (5,6-dihydro-6-hydroxy-5,5-dimethyl-7-(2-oxopyrrolidin-1-yl)-7H-thieno[3,2-b]pyran), resultant mixture. The solvent is ClCCl (dichloromethane). Product: BrC1=CC=2OC(C(C(C2S1)N1C(CCC1)=O)O)(C)C (2-Bromo-5,6-dihydro-6-hydroxy-5,5-dimethyl-7-(2-oxopyrrolidin-1-yl)-7H-thieno [3,2-b]pyran). RXN SMILES: [Br:1]Br.[OH:3][CH:4]1[C:9]([CH3:11])([CH3:10])[O:8][C:7]2[CH:12]=[CH:13][S:14][C:6]=2[CH:5]1[N:15]1[CH2:19][CH2:18][CH2:17][C:16]1=[O:20]>ClCCl>[Br:1][C:13]1[S:14][C:6]2[CH:5]([N:15]3[CH2:19][CH2:18][CH2:17][C:16]3=[O:20])[CH:4]([OH:3])[C:9]([CH3:10])([CH3:11])[O:8][C:7]=2[CH:12]=1. Procedure details: A solution of bromine (0.20 mL, 3.92 mmol) in dichloromethane (5 mL) was slowly added to a solution of 5,6-dihydro-6-hydroxy-5,5-dimethyl-7-(2-oxopyrrolidin-1-yl)-7H-thieno[3,2-b]pyran (1.0 g, 3.74 mmol) at -5° C. The resultant mixture was stirred at rt for 2 h. The resulting precipitate was collected by filtration and purified by medium pressure chromatography using 5% methanol in dichloromethane as the eluant to give the product as a colorless solid, 0.28 g (22%): mp 162°-165° C.; IR(KBr): 328... The product is CN(C1=NC=NC(=C1[N+](=O)[O-])Cl)C (4-dimethylamino-6-chloro-5-nitropyrimidine). The reactants are CNC (dimethylamine), C(C)(C)N(CC)C(C)C (diisopropylethylamine), ClC1=NC=NC(=C1[N+](=O)[O-])Cl (4,6-dichloro-5-nitropyrimidine). Procedure details: Dissolve 50 g (0.26 mol) of 4,6-dichloro-5-nitropyrimidine in 500 mL of CH2Cl2 and cool to -70° C. Add a solution of 24 mL (0.28 mol) dimethylamine, 70 mL (0.40 mol) of diisopropylethylamine, and 100 mL of CH2Cl2 over 30 minutes. Warm to ambient temperature and wash the reaction mixture with 500 mL of 20% K2CO3. Dry the CH2Cl2 portion over MgSO4, treat with charcoal filter, and remove the filtrate under vacuum. Crystallize the residue with ether to provide 4-dimethylamino-6-chloro-5-nitropyrimid... Reaction conditions: temperature -70 celsius. Run in C(Cl)Cl (CH2Cl2), C(Cl)Cl (CH2Cl2). Reaction SMILES: Cl[C:2]1[C:7]([N+:8]([O-:10])=[O:9])=[C:6]([Cl:11])[N:5]=[CH:4][N:3]=1.[CH3:12][NH:13][CH3:14].C(N(C(C)C)CC)(C)C>C(Cl)Cl>[CH3:12][N:13]([CH3:14])[C:2]1[C:7]([N+:8]([O-:10])=[O:9])=[C:6]([Cl:11])[N:5]=[CH:4][N:3]=1. The reactants are O=C(Nc1cc2oc(=O)[nH]c2cc1[N+](=O)[O-])C(=O)N1CCC(Cc2ccccc2)CC1, CO. Product: Nc1cc2[nH]c(=O)oc2cc1NC(=O)C(=O)N1CCC(Cc2ccccc2)CC1. Reaction SMILES: [CH2:1]([c:2]1[cH:3][cH:4][cH:5][cH:6][cH:7]1)[CH:8]1[CH2:9][CH2:10][N:11]([C:14]([C:15](=[O:16])[NH:17][c:18]2[cH:19][c:20]3[c:21]([nH:22][c:23](=[O:25])[o:24]3)[cH:26][c:27]2[N+:28]([O-:29])=[O:30])=[O:31])[CH2:12][CH2:13]1.[CH3:32][OH:33]>>[CH2:1]([c:2]1[cH:3][cH:4][cH:5][cH:6][cH:7]1)[CH:8]1[CH2:9][CH2:10][N:11]([C:14]([C:15](=[O:16])[NH:17][c:18]2[cH:19][c:20]3[c:21]([nH:22][c:23](=[O:25])[o:24]3)[cH:26][c:27]2[NH2:28])=[O:31])[CH2:12][CH2:13]1. Reactants: [H-].[Al+3].[Li+].[H-].[H-].[H-] (lithium aluminum hydride), C(C)(C)(C)OC(CC(C(=O)N(C)OC)NS(=O)(=O)C1=C(C=C(C=C1)NC(C)=O)OCCC1=CC=CC2=CC=CC=C12)=O (3-(4-acetylamino-2-(2-naphthalen-1-yl-ethoxy)-benzenesulfonylamino)-N-methoxy-N-methyl-succinamic acid tert-butyl ester), Cl (HCl), OS(=O)(=O)[O-].[K+] (KHSO4). Run in C(C)(=O)OCC.CCCCCC (ethyl acetate hexane), CCOCC (ether), O1CCCC1 (tetrahydrofuran). Run at temperature -65 celsius, time 10 minute. Product: C(C)(C)(C)OC(CC(C=O)NS(=O)(=O)C1=C(C=C(C=C1)NC(C)=O)OCCC1=CC=CC2=CC=CC=C12)=O (3-[4-acetylamino-2-(2-naphthalen-1-yl-ethoxy)-benzenesulfonylamino]-4-oxo-butyric acid tert-butyl ester). Yield: 57.5%. As a reaction SMILES: [H-].[Al+3].[Li+].[H-].[H-].[H-].[C:7]([O:11][C:12](=[O:48])[CH2:13][CH:14]([NH:21][S:22]([C:25]1[CH:30]=[CH:29][C:28]([NH:31][C:32](=[O:34])[CH3:33])=[CH:27][C:26]=1[O:35][CH2:36][CH2:37][C:38]1[C:47]2[C:42](=[CH:43][CH:44]=[CH:45][CH:46]=2)[CH:41]=[CH:40][CH:39]=1)(=[O:24])=[O:23])[C:15](N(OC)C)=[O:16])([CH3:10])([CH3:9])[CH3:8].OS([O-])(=O)=O.[K+].Cl>CCOCC.O1CCCC1.C(OCC)(=O)C.CCCCCC>[C:7]([O:11][C:12](=[O:48])[CH2:13][CH:14]([NH:21][S:22]([C:25]1[CH:30]=[CH:29][C:28]([NH:31][C:32](=[O:34])[CH3:33])=[CH:27][C:26]=1[O:35][CH2:36][CH2:37][C:38]1[C:47]2[C:42](=[CH:43][CH:44]=[CH:45][CH:46]=2)[CH:41]=[CH:40][CH:39]=1)(=[O:23])=[O:24])[CH:15]=[O:16])([CH3:8])([CH3:9])[CH3:10] |f:0.1.2.3.4.5,7.8,12.13|. Procedure details: A solution of lithium aluminum hydride (1.45 mL, 1.0 M in ether) was added in 3 portions over a period of 35 minutes to a solution of 3-(4-acetylamino-2-(2-naphthalen-1-yl-ethoxy)-benzenesulfonylamino)-N-methoxy-N-methyl-succinamic acid tert-butyl ester (270 mg, 0.45 mmol) in dry ether (12 mL) and tetrahydrofuran (2 mL) at −65° C. under an atmosphere of dry nitrogen. The reaction mixture was stirred at −65° C. for an additional 10 minutes followed by the careful, dropwise addition of 0.3 N KHSO4...